This data is from the Open Reaction Database (ORD), a public repository of structured organic reaction records. The task is: describe an organic reaction: reactants, conditions, products, and yield Reactants: [Al+3], CCC(=O)Cl, CC1CSc2ccccc2C1, [Cl-], [Cl-], [Cl-], ClC=CCl, Cl. Product: CCC(=O)c1ccc2c(c1)CC(C)CS2. RXN SMILES: [Al+3:2].[C:5]([CH2:6][CH3:7])(=[O:8])[Cl:9].[CH3:10][CH:11]1[CH2:12][S:13][c:14]2[cH:15][cH:16][cH:17][cH:18][c:19]2[CH2:20]1.[Cl-:1].[Cl-:3].[Cl-:4].[Cl:22][CH:23]=[CH:24][Cl:25].[ClH:21]>>[C:5]([CH2:6][CH3:7])(=[O:8])[c:17]1[cH:16][cH:15][c:14]2[c:19]([cH:18]1)[CH2:20][CH:11]([CH3:10])[CH2:12][S:13]2. Reactants: CCOC(=O)C12CC1C=CCOCCCC(NC(=O)OC(C)(C)C)C(=O)N1CC(Oc3nccc4cc(OC)ccc34)CC1C(=O)N2, C1CCOC1, CO, CO, ClC(Cl)Cl, [Li+], [OH-], O. The product is COc1ccc2c(OC3CC4C(=O)NC5(C(=O)O)CC5C=CCOCCCC(NC(=O)OC(C)(C)C)C(=O)N4C3)nccc2c1. As a reaction SMILES: [CH2:1]([CH3:2])[O:3][C:4](=[O:5])[C:6]12[NH:7][C:8](=[O:47])[CH:9]3[CH2:10][CH:11]([O:34][c:35]4[n:36][cH:37][cH:38][c:39]5[cH:40][c:41]([O:45][CH3:46])[cH:42][cH:43][c:44]45)[CH2:12][N:13]3[C:14](=[O:33])[CH:15]([NH:25][C:26](=[O:27])[O:28][C:29]([CH3:30])([CH3:31])[CH3:32])[CH2:16][CH2:17][CH2:18][O:19][CH2:20][CH:21]=[CH:22][CH:23]1[CH2:24]2.[CH2:53]1[O:54][CH2:55][CH2:56][CH2:57]1.[CH3:49][OH:50].[CH3:62][OH:63].[CH:58]([Cl:59])([Cl:60])[Cl:61].[Li+:51].[OH-:52].[OH2:48]>>[O:3]=[C:4]([OH:5])[C:6]12[NH:7][C:8](=[O:47])[CH:9]3[CH2:10][CH:11]([O:34][c:35]4[n:36][cH:37][cH:38][c:39]5[cH:40][c:41]([O:45][CH3:46])[cH:42][cH:43][c:44]45)[CH2:12][N:13]3[C:14](=[O:33])[CH:15]([NH:25][C:26](=[O:27])[O:28][C:29]([CH3:30])([CH3:31])[CH3:32])[CH2:16][CH2:17][CH2:18][O:19][CH2:20][CH:21]=[CH:22][CH:23]1[CH2:24]2. The reactants are O=C1NC2=C(C=CC=C2CC1)CCC(=O)O (1,2,3,4-tetrahydro-2-oxo-8-quinolinepropanoic acid). Run in C(C)(=O)OC(C)=O (acetic anhydride). Run at temperature 100 celsius. Yields the product C1CC(N2C(CCC3=C2C1=CC=C3)=O)=O (1,2,6,7-tetrahydro-3H,5H-benzo[ij]quinolizine-3,5-dione). As a reaction SMILES: [O:1]=[C:2]1[CH2:11][CH2:10][C:9]2[C:4](=[C:5]([CH2:12][CH2:13][C:14]([OH:16])=O)[CH:6]=[CH:7][CH:8]=2)[NH:3]1>C(OC(=O)C)(=O)C>[CH2:10]1[C:9]2=[CH:8][CH:7]=[CH:6][C:5]3=[C:4]2[N:3]([C:14](=[O:16])[CH2:13][CH2:12]3)[C:2](=[O:1])[CH2:11]1. Reported procedure: The 1,2,3,4-tetrahydro-2-oxo-8-quinolinepropanoic acid (2.1 g, 0.0096 mole) is dissolved in acetic anhydride (10 ml) and the solution is heated to 100° C. for one hour. Excess acetic anhydride is removed at reduced pressure and the residual anhydride is removed by addition of toluene and repeated concentration. The solid is recrystallized from ethyl acetate to yield pure 1,2,6,7-tetrahydro-3H,5H-benzo[ij]quinolizine-3,5-dione, mp 136°-140° C.